From a dataset of the Open Reaction Database (ORD), a public repository of structured organic reaction records. describe an organic reaction: reactants, conditions, products, and yield Reactants: CC(=O)OI1(OC(C)=O)(OC(C)=O)OC(=O)c2ccccc21, ClCCl, OCc1ccn(-c2ccc(C(F)(F)F)cc2)n1. The product is O=Cc1ccn(-c2ccc(C(F)(F)F)cc2)n1. As a reaction SMILES: [CH3:18][C:19]([O:20][I:21]1([O:31][C:32]([CH3:33])=[O:34])([O:35][C:36]([CH3:37])=[O:38])[c:22]2[c:23]([cH:24][cH:25][cH:26][cH:27]2)[C:28](=[O:29])[O:30]1)=[O:39].[Cl:40][CH2:41][Cl:42].[F:1][C:2]([c:3]1[cH:4][cH:5][c:6](-[n:9]2[n:10][c:11]([CH2:14][OH:15])[cH:12][cH:13]2)[cH:7][cH:8]1)([F:16])[F:17]>>[F:1][C:2]([c:3]1[cH:4][cH:5][c:6](-[n:9]2[n:10][c:11]([CH:14]=[O:15])[cH:12][cH:13]2)[cH:7][cH:8]1)([F:16])[F:17].